Dataset: the Open Reaction Database (ORD), a public repository of structured organic reaction records. Task: describe an organic reaction: reactants, conditions, products, and yield Reactants: Cc1sc2nc(-c3ccccn3)nc(Cl)c2c1Cl, NCc1cccc([N+](=O)[O-])c1. Yields the product Cc1sc2nc(-c3ccccn3)nc(NCc3cccc([N+](=O)[O-])c3)c2c1Cl. Reaction SMILES: [Cl:12][c:13]1[c:14]2[c:15]([n:16][c:17](-[c:19]3[n:20][cH:21][cH:22][cH:23][cH:24]3)[n:18]1)[s:25][c:26]([CH3:29])[c:27]2[Cl:28].[N+:1](=[O:2])([O-:3])[c:4]1[cH:5][c:6]([CH2:7][NH2:8])[cH:9][cH:10][cH:11]1>>[N+:1](=[O:2])([O-:3])[c:4]1[cH:5][c:6]([CH2:7][NH:8][c:13]2[c:14]3[c:15]([n:16][c:17](-[c:19]4[n:20][cH:21][cH:22][cH:23][cH:24]4)[n:18]2)[s:25][c:26]([CH3:29])[c:27]3[Cl:28])[cH:9][cH:10][cH:11]1. The reactants are [I-].C(CCC)[N+]1=C(SC=C1C)C (3-butyl-2,4-dimethylthiazol-3-ium iodide), ClC=1C=CC(=C(C(=O)Cl)C1)F (5-chloro-2-fluorobenzoyl chloride). The reagents and catalysts are CN(C)C=1C=CN=CC1 (DMAP). Solvent: C(Cl)Cl (CH2Cl2), CS(=O)C.CO (DMSO MeOH), C(Cl)Cl (CH2Cl2), C(Cl)Cl (CH2Cl2). Conditions: time 8 hour. The product is C(CCC)N1/C(/SC=C1C)=C/C(=O)C1=C(C=CC(=C1)Cl)F ((2Z)-2-(3-butyl-4-methyl-1,3-thiazol-2(3H)-ylidene)-1-(5-chloro-2-fluorophenyl)ethanone). Reaction SMILES: [I-].[CH2:2]([N+:6]1[C:10]([CH3:11])=[CH:9][S:8][C:7]=1[CH3:12])[CH2:3][CH2:4][CH3:5].[Cl:13][C:14]1[CH:15]=[CH:16][C:17]([F:23])=[C:18]([CH:22]=1)[C:19](Cl)=[O:20]>C(Cl)Cl.CN(C1C=CN=CC=1)C.CS(C)=O.CO>[CH2:2]([N:6]1[C:10]([CH3:11])=[CH:9][S:8]/[C:7]/1=[CH:12]\[C:19]([C:18]1[CH:22]=[C:14]([Cl:13])[CH:15]=[CH:16][C:17]=1[F:23])=[O:20])[CH2:3][CH2:4][CH3:5] |f:0.1,5.6|. Reported procedure: In a 20 mL vial a solution of 3-butyl-2,4-dimethylthiazol-3-ium iodide (47.92 mg, 0.16 mmol) dissolved in CH2Cl2 (0.5 mL) was added, followed by the addition of DMAP (49.24 mg, 0.40 mmol) dissolved in CH2Cl2 (0.8 mL). Then, to the solution was added 5-chloro-2-fluorobenzoyl chloride (30.9 mg, 0.16 mmol) dissolved in CH2Cl2 (0.5 mL). The vial was capped and shaken overnight at room temperature. The residue was dissolved in 1:1 DMSO/MeOH and purified by reverse phase HPLC using a method analogous ... The reactants are CCCCC1CC(=O)N(C(C)c2ccccc2)C1, N, [Na], C1CCOC1. Yields the product CCCCC1CNC(=O)C1. RXN SMILES: [CH2:1]([CH2:2][CH2:3][CH3:4])[CH:5]1[CH2:6][C:7](=[O:18])[N:8]([CH:10]([c:11]2[cH:12][cH:13][cH:14][cH:15][cH:16]2)[CH3:17])[CH2:9]1.[NH3:19].[Na:20].[O:21]1[CH2:22][CH2:23][CH2:24][CH2:25]1>>[CH2:1]([CH2:2][CH2:3][CH3:4])[CH:5]1[CH2:6][C:7](=[O:18])[NH:8][CH2:9]1. Reactants: O=C([O-])O, CC(=O)NN, CCOC(C)=O, CC(c1cc2cccc(Cl)c2nc1C(=O)O)N1C(=O)c2ccccc2C1=O, [Na+], CN(C)C=O, O. Product: CC(=O)NNC(=O)c1nc2c(Cl)cccc2cc1C(C)N1C(=O)c2ccccc2C1=O. As a reaction SMILES: [C:28](=[O:29])([OH:30])[O-:31].[C:33]([CH3:34])(=[O:35])[NH:36][NH2:37].[CH3:43][CH2:44][O:45][C:46](=[O:47])[CH3:48].[Cl:1][c:2]1[cH:3][cH:4][cH:5][c:6]2[cH:7][c:8]([CH:15]([CH3:16])[N:17]3[C:18](=[O:27])[c:19]4[cH:20][cH:21][cH:22][cH:23][c:24]4[C:25]3=[O:26])[c:9]([C:12](=[O:13])[OH:14])[n:10][c:11]12.[Na+:32].[O:38]=[CH:39][N:40]([CH3:41])[CH3:42].[OH2:49]>>[Cl:1][c:2]1[cH:3][cH:4][cH:5][c:6]2[cH:7][c:8]([CH:15]([CH3:16])[N:17]3[C:18](=[O:27])[c:19]4[cH:20][cH:21][cH:22][cH:23][c:24]4[C:25]3=[O:26])[c:9]([C:12](=[O:13])[NH:37][NH:36][C:33]([CH3:34])=[O:35])[n:10][c:11]12. Reactants: O=C([O-])[O-], CN(C)C=O, NC(=O)Nc1cc(Cl)ccc1O, [Cs+], [Cs+], O=[N+]([O-])c1cccc(S(=O)(=O)OCC2CO2)c1. Product: NC(=O)Nc1cc(Cl)ccc1OCC1CO1. Reaction SMILES: [C:30](=[O:31])([O-:32])[O-:33].[CH3:36][N:37]([CH3:38])[CH:39]=[O:40].[Cl:1][c:2]1[cH:3][cH:4][c:5]([OH:12])[c:6]([NH:8][C:9](=[O:10])[NH2:11])[cH:7]1.[Cs+:34].[Cs+:35].[N+:13]([c:14]1[cH:15][c:16]([S:17]([O:18][CH2:26][CH:27]2[O:28][CH2:29]2)(=[O:19])=[O:20])[cH:21][cH:22][cH:23]1)([O-:24])=[O:25]>>[Cl:1][c:2]1[cH:3][cH:4][c:5]([O:12][CH2:26][CH:27]2[O:28][CH2:29]2)[c:6]([NH:8][C:9](=[O:10])[NH2:11])[cH:7]1. Reactants: COC(=O)Cc1ccc(N(CCCl)CCCl)cc1, Cl, O. Product: O=C(O)Cc1ccc(N(CCCl)CCCl)cc1. As a reaction SMILES: [Cl:2][CH2:3][CH2:4][N:5]([CH2:6][CH2:7][Cl:8])[c:9]1[cH:10][cH:11][c:12]([CH2:15][C:16](=[O:17])[O:18][CH3:19])[cH:13][cH:14]1.[ClH:1].[OH2:20]>>[Cl:2][CH2:3][CH2:4][N:5]([CH2:6][CH2:7][Cl:8])[c:9]1[cH:10][cH:11][c:12]([CH2:15][C:16](=[O:17])[OH:18])[cH:13][cH:14]1. The reactants are C(=O)(OC(C)(C)C)N[C@@](CO)(CCC1=CC(=C(C=C1)OCCCCC1=CC=CC=C1)OC)CC (N-Boc-(R)-2-Amino-2-ethyl-4-[3-methoxy-4-(4-phenyl-butoxy)-phenyl]-butan-1-ol), C(C)N(P1OCC2=C(CO1)C=CC=C2)CC (N,N-diethyl-1,5-dihydro-2,4,3-benzodioxaphosphepin-3-amine), N1N=NN=C1 (tetrazole), OO (H2O2). Solvent: C1CCOC1 (THF). Conditions: time 2 hour. Yields the product C(C)(C)(C)OC(N[C@](CCC1=CC(=C(C=C1)OCCCCC1=CC=CC=C1)OC)(COP1(OCC2=C(CO1)C=CC=C2)=O)C)=O ([(R)-3-[3-Methoxy-4-(4-phenyl-butoxy)-phenyl]-1-methyl-1-(3-oxo-1,5-dihydro-3λ*5*-benzo[e][1,3,2]dioxaphosphepin-3-yloxymethyl)-propyl]-carbamic acid tert-butyl ester). RXN SMILES: [C:1]([NH:8][C@:9]([CH2:33]C)([CH2:12][CH2:13][C:14]1[CH:19]=[CH:18][C:17]([O:20][CH2:21][CH2:22][CH2:23][CH2:24][C:25]2[CH:30]=[CH:29][CH:28]=[CH:27][CH:26]=2)=[C:16]([O:31][CH3:32])[CH:15]=1)[CH2:10][OH:11])([O:3][C:4]([CH3:7])([CH3:6])[CH3:5])=[O:2].C(N(CC)[P:38]1[O:44][CH2:43][C:42]2[CH:45]=[CH:46][CH:47]=[CH:48][C:41]=2[CH2:40][O:39]1)C.N1C=NN=N1.[OH:56]O>C1COCC1>[C:4]([O:3][C:1](=[O:2])[NH:8][C@@:9]([CH3:33])([CH2:10][O:11][P:38]1(=[O:56])[O:39][CH2:40][C:41]2[CH:48]=[CH:47][CH:46]=[CH:45][C:42]=2[CH2:43][O:44]1)[CH2:12][CH2:13][C:14]1[CH:19]=[CH:18][C:17]([O:20][CH2:21][CH2:22][CH2:23][CH2:24][C:25]2[CH:30]=[CH:29][CH:28]=[CH:27][CH:26]=2)=[C:16]([O:31][CH3:32])[CH:15]=1)([CH3:7])([CH3:6])[CH3:5]. Procedure details: To a solution of N-Boc-(R)-2-Amino-2-ethyl-4-[3-methoxy-4-(4-phenyl-butoxy)-phenyl]-butan-1-ol (0.23 g; 0.5 mmol) in THF (5 ml) is added N,N-diethyl-1,5-dihydro-2,4,3-benzodioxaphosphepin-3-amine (0.24 g; 1 mmol) and tetrazole (0.11 g; 1.5 mmol). After 2 hours at RT H2O2 (30% in water; 0.58 ml) is added and the mixture is kept at RT for further two hours. The reaction mixture is quenched with Na2S2O3 and extracted with ethyl acetate and then washed with aqueous citric acid and aqueous saturated ... The reactants are C(#N)N(C(SC)=N)C1=CC=C(C=C1)C=1[C@@H](CC(NN1)=O)C ((R)-6-(4-(N-cyano-S-methylisothioureido)phenyl)-5-methyl-4,5-dihydro-3(2H)-pyridazinone), C(C1=CC=CC=C1)N (benzylamine), N1=CC=CC=C1 (pyridine). Product: C(C1=CC=CC=C1)NC(NC1=CC=C(C=C1)C=1[C@@H](CC(NN1)=O)C)=NC#N ((R)-6-[4-(N3 -benzyl-N2 -cyanoguanidino)phenyl]-5-methyl-4,5-dihydro-3(2H)-pyridazinone). RXN SMILES: C([N:3]([C:8]1[CH:13]=[CH:12][C:11]([C:14]2[C@H:15]([CH3:21])[CH2:16][C:17](=[O:20])[NH:18][N:19]=2)=[CH:10][CH:9]=1)[C:4](=[NH:7])SC)#N.[CH2:22]([NH2:29])[C:23]1[CH:28]=[CH:27][CH:26]=[CH:25][CH:24]=1.[N:30]1C=CC=C[CH:31]=1>>[CH2:22]([NH:29][C:4](=[N:7][C:31]#[N:30])[NH:3][C:8]1[CH:9]=[CH:10][C:11]([C:14]2[C@H:15]([CH3:21])[CH2:16][C:17](=[O:20])[NH:18][N:19]=2)=[CH:12][CH:13]=1)[C:23]1[CH:28]=[CH:27][CH:26]=[CH:25][CH:24]=1. Procedure details: A stirred mixture of (R)-6-(4-(N-cyano-S-methylisothioureido)phenyl)-5-methyl-4,5-dihydro-3(2H)-pyridazinone and benzylamine in pyridine is heated to afford (R)-6-[4-(N3 -benzyl-N2 -cyanoguanidino)phenyl]-5-methyl-4,5-dihydro-3(2H)-pyridazinone. The reactants are CC1(C)CC=C(c2cc(CCS(=O)(=O)NC(C)(C)C)ccc2N)CC1, C[Si](C)(C)CCOCn1cc(C#N)nc1C(=O)[O-], CCN(C(C)C)C(C)C, ClCCl, [K+]. The product is CC1(C)CC=C(c2cc(CCS(=O)(=O)NC(C)(C)C)ccc2NC(=O)c2nc(C#N)cn2COCC[Si](C)(C)C)CC1. RXN SMILES: [C:1]([CH3:2])([CH3:3])([CH3:4])[NH:5][S:6](=[O:7])(=[O:8])[CH2:9][CH2:10][c:11]1[cH:12][c:13]([C:18]2=[CH:19][CH2:20][C:21]([CH3:24])([CH3:25])[CH2:22][CH2:23]2)[c:14]([NH2:17])[cH:15][cH:16]1.[C:27](#[N:28])[c:29]1[n:30][c:31]([C:42](=[O:43])[O-:44])[n:32]([CH2:34][O:35][CH2:36][CH2:37][Si:38]([CH3:39])([CH3:40])[CH3:41])[cH:33]1.[CH:45]([N:46]([CH2:47][CH3:48])[CH:49]([CH3:50])[CH3:51])([CH3:52])[CH3:53].[Cl:54][CH2:55][Cl:56].[K+:26]>>[C:1]([CH3:2])([CH3:3])([CH3:4])[NH:5][S:6](=[O:7])(=[O:8])[CH2:9][CH2:10][c:11]1[cH:12][c:13]([C:18]2=[CH:19][CH2:20][C:21]([CH3:24])([CH3:25])[CH2:22][CH2:23]2)[c:14]([NH:17][C:42]([c:31]2[n:30][c:29]([C:27]#[N:28])[cH:33][n:32]2[CH2:34][O:35][CH2:36][CH2:37][Si:38]([CH3:39])([CH3:40])[CH3:41])=[O:43])[cH:15][cH:16]1. Reactants: B (borane), C(CCC)C1=C(C=CC2=C(C=CC=C12)OC)C(=O)O (1-butyl-5-methoxy-2-naphthalenecarboxylic acid). Solvent: O1CCCC1 (tetrahydrofuran), O1CCCC1 (tetrahydrofuran). Run at time 3 hour. Yields the product C(CCC)C1=C(C=CC2=C(C=CC=C12)OC)CO (1-butyl-5-methoxy-2-naphthalenemethanol). RXN SMILES: B.[CH2:2]([C:6]1[C:15]2[C:10](=[C:11]([O:16][CH3:17])[CH:12]=[CH:13][CH:14]=2)[CH:9]=[CH:8][C:7]=1[C:18](O)=[O:19])[CH2:3][CH2:4][CH3:5]>O1CCCC1>[CH2:2]([C:6]1[C:15]2[C:10](=[C:11]([O:16][CH3:17])[CH:12]=[CH:13][CH:14]=2)[CH:9]=[CH:8][C:7]=1[CH2:18][OH:19])[CH2:3][CH2:4][CH3:5]. Procedure details: A solution of borane in tetrahydrofuran (1M; 10 mL) was added to a solution of 1-butyl-5-methoxy-2-naphthalenecarboxylic acid in tetrahydrofuran (15 mL) at 0°-5° C. and the mixture was stirred at room temperature for 3 hours. After the solvent was evaporated off, the reaction was diluted with 1N sodium hydroxide and extracted with dichloromethane. The organic layer was washed with brine then was dried (MgSO4), evaporated and crystallized from hexane to give 1.58 g of 1-butyl-5-methoxy-2-naphthal...